This data is from the Open Reaction Database (ORD), a public repository of structured organic reaction records. The task is: describe an organic reaction: reactants, conditions, products, and yield Reactants: BrC1=C(N(N=C1)C)C=O (4-Bromo-2-methyl-2H-pyrazole-3-carbaldehyde), C1(=CC=CC=C1)[Mg]Cl (Phenylmagnesium chloride). Solvent: C1CCOC1 (THF). The product is BrC1=C(N(N=C1)C)C(O)C1=CC=CC=C1 ((4-Bromo-2-methyl-2H-pyrazol-3-yl)-phenyl-methanol). As a reaction SMILES: [Br:1][C:2]1[CH:6]=[N:5][N:4]([CH3:7])[C:3]=1[CH:8]=[O:9].[C:10]1([Mg]Cl)[CH:15]=[CH:14][CH:13]=[CH:12][CH:11]=1>C1COCC1>[Br:1][C:2]1[CH:6]=[N:5][N:4]([CH3:7])[C:3]=1[CH:8]([C:10]1[CH:15]=[CH:14][CH:13]=[CH:12][CH:11]=1)[OH:9]. Reported procedure: 4-Bromo-2-methyl-2H-pyrazole-3-carbaldehyde (1.00 g; 5.29 mmol) was dissolved in 5.0 ml of anhydrous THF and cooled down to −78° C. Phenylmagnesium chloride 2 mol/l (6.61 ml; 13.23 mmol) was dropped and stirred for 1 hour. It was warmed up to 0° C. and quenched carefully with water, then extracted with DCM. The organic layers were pooled, dried over MgSO4 and purified by using reversed phase chromatography under basic conditions. Reaction conditions: temperature -78 celsius, time 1 hour. The reactants are C1(=C(C=CC=C1)CCO)C1=CC=CC=C1 (2-(biphenyl-2-yl)ethanol), BrCCOC1OCCCC1 (2-bromoethyltetrahydro-2-pyranylether), O (Water), BrCCOC1OCCCC1 (2-bromoethyltetrahydro-2-pyranylether), [OH-].[K+] (potassium hydroxide). Solvent: CS(=O)C (dimethylsulfoxide). Conditions: time 72 hour. Yields the product C1(=C(C=CC=C1)CCOCCO)C1=CC=CC=C1 (2-(2-(biphenyl-2-yl)ethoxy)ethanol). Reaction SMILES: [C:1]1([C:10]2[CH:15]=[CH:14][CH:13]=[CH:12][CH:11]=2)[CH:6]=[CH:5][CH:4]=[CH:3][C:2]=1[CH2:7][CH2:8][OH:9].Br[CH2:17][CH2:18][O:19]C1CCCCO1.[OH-].[K+].O>CS(C)=O>[C:1]1([C:10]2[CH:15]=[CH:14][CH:13]=[CH:12][CH:11]=2)[CH:6]=[CH:5][CH:4]=[CH:3][C:2]=1[CH2:7][CH2:8][O:9][CH2:17][CH2:18][OH:19] |f:2.3|. Procedure details: A mixture of the alcohol prepared above (8.5 g, 43 mmol), 2-bromoethyltetrahydro-2-pyranylether (17.9 g, 86 mmol) and potassium hydroxide (9.6 g, 171 mmol) in dimethylsulfoxide (100 ml) was stirred at ambient temperature for 72 h. An extra batch of 2-bromoethyltetrahydro-2-pyranylether (3.6 g, 17 mmol) was added and the mixture stirred for 48 h at ambient temperature. Water (350 ml) was added and the mixture was extracted with diethylether (2×250 ml). The organic phases were combined, washed wit... Reactants: OC1=CC=C(C=C1)[C@H]1C(N(C2=CC=3C[C@H](N(CC3C=C2O1)[C@@H](CC)C1=CC=CC=C1)C(=O)O)C)=O ((3S,7S)-3-(4-Hydroxy-phenyl)-1-methyl-2-oxo-6-((S)-1-phenyl-propyl)-2,3,5,6,7,8-hexahydro-1H-4-oxa-1,6-diaza-anthracene-7-carboxylic acid), Cl.COC([C@H](CC1=CC=C(C=C1)C1=CC=C(C=C1)C#N)N)=O ((S)-2-amino-3-(4′-cyano-biphenyl-4-yl)-propionic acid methyl ester hydrochloride). Yields the product COC([C@H](CC1=CC=C(C=C1)C1=CC=C(C=C1)C#N)NC(=O)[C@H]1N(CC=2C=C3O[C@H](C(N(C3=CC2C1)C)=O)C1=CC=C(C=C1)O)[C@@H](CC)C1=CC=CC=C1)=O ((S)-3-(4′-Cyano-biphenyl-4-yl)-2-{[(3S,7S)-3-(4-hydroxy-phenyl)-1-methyl-2-oxo-6-((S)-1-phenyl-propyl)-2,3,5,6,7,8-hexahydro-1H-4-oxa-1,6-diaza-anthracene-7-carbonyl]-amino}-propionic acid methyl ester). RXN SMILES: [OH:1][C:2]1[CH:7]=[CH:6][C:5]([C@@H:8]2[O:21][C:20]3[C:11](=[CH:12][C:13]4[CH2:14][C@@H:15]([C:31](O)=[O:32])[N:16]([C@H:22]([C:25]5[CH:30]=[CH:29][CH:28]=[CH:27][CH:26]=5)[CH2:23][CH3:24])[CH2:17][C:18]=4[CH:19]=3)[N:10]([CH3:34])[C:9]2=[O:35])=[CH:4][CH:3]=1.Cl.[CH3:37][O:38][C:39](=[O:57])[C@@H:40]([NH2:56])[CH2:41][C:42]1[CH:47]=[CH:46][C:45]([C:48]2[CH:53]=[CH:52][C:51]([C:54]#[N:55])=[CH:50][CH:49]=2)=[CH:44][CH:43]=1>>[CH3:37][O:38][C:39](=[O:57])[C@@H:40]([NH:56][C:31]([C@@H:15]1[CH2:14][C:13]2[CH:12]=[C:11]3[C:20]([O:21][C@@H:8]([C:5]4[CH:6]=[CH:7][C:2]([OH:1])=[CH:3][CH:4]=4)[C:9](=[O:35])[N:10]3[CH3:34])=[CH:19][C:18]=2[CH2:17][N:16]1[C@H:22]([C:25]1[CH:30]=[CH:29][CH:28]=[CH:27][CH:26]=1)[CH2:23][CH3:24])=[O:32])[CH2:41][C:42]1[CH:47]=[CH:46][C:45]([C:48]2[CH:53]=[CH:52][C:51]([C:54]#[N:55])=[CH:50][CH:49]=2)=[CH:44][CH:43]=1 |f:1.2|. Procedure details: (S)-3-(4′-Cyano-biphenyl-4-yl)-2-{[(3S,7S)-3-(4-hydroxy-phenyl)-1-methyl-2-oxo-6-((S)-1-phenyl-propyl)-2,3,5,6,7,8-hexahydro-1H-4-oxa-1,6-diaza-anthracene-7-carbonyl]-amino}-propionic acid methyl ester (190 mg) was prepared from (3S,7S)-3-(4-Hydroxy-phenyl)-1-methyl-2-oxo-6-((S)-1-phenyl-propyl)-2,3,5,6,7,8-hexahydro-1H-4-oxa-1,6-diaza-anthracene-7-carboxylic acid (183 mg) and (S)-2-amino-3-(4′-cyano-biphenyl-4-yl)-propionic acid methyl ester hydrochloride following general procedure A. LC-MS (m... Starting materials: O (water), N1C=C(C2=CC=CC=C12)C1CCNCC1 (4-(3-indolyl)piperidine), BrCCCN1C(C=2C(C1=O)=CC=CC2)=O (N-(3-bromopropyl)phthalimide), C(O)([O-])=O.[Na+] (sodium hydrogen carbonate). The solvent is CN(C=O)C (N, N-dimethylformamide). Run at temperature 70 celsius. Product: C1(C=2C(C(N1CCCN1CCC(CC1)C1=CNC3=CC=CC=C13)=O)=CC=CC2)=O (1-(3-phthalimidopropyl)-4-(3-indolyl)piperidine). Isolated yield 40.3%. RXN SMILES: [NH:1]1[C:9]2[C:4](=[CH:5][CH:6]=[CH:7][CH:8]=2)[C:3]([CH:10]2[CH2:15][CH2:14][NH:13][CH2:12][CH2:11]2)=[CH:2]1.Br[CH2:17][CH2:18][CH2:19][N:20]1[C:24](=[O:25])[C:23]2=[CH:26][CH:27]=[CH:28][CH:29]=[C:22]2[C:21]1=[O:30].C(=O)([O-])O.[Na+].O>CN(C)C=O>[C:21]1(=[O:30])[N:20]([CH2:19][CH2:18][CH2:17][N:13]2[CH2:14][CH2:15][CH:10]([C:3]3[C:4]4[C:9](=[CH:8][CH:7]=[CH:6][CH:5]=4)[NH:1][CH:2]=3)[CH2:11][CH2:12]2)[C:24](=[O:25])[C:23]2=[CH:26][CH:27]=[CH:28][CH:29]=[C:22]12 |f:2.3|. Reported procedure: A mixture of 4-(3-indolyl)piperidine (7.47 g), N-(3-bromopropyl)phthalimide (10.0 g) and sodium hydrogen carbonate (3.45 g) in dry N, N-dimethylformamide (88 ml) was heated at 70° C. for 2 hours. After cooling, the reaction mixture was poured into water (880 ml) and extracted with a mixture of chloroform and methanol (10:1 V/V). The organic layer was washed with a saturated sodium chloride solution and dried over magnesium sulfate. The solvent was distilled off and the residue was subjected to c... As a reaction SMILES: [F:1][C:2]1[CH:7]=[C:6]([OH:8])[CH:5]=[CH:4][C:3]=1[C:9]1[N:14]=[C:13]2[NH:15][N:16]=[C:17]([CH3:18])[C:12]2=[C:11]([CH2:19][N:20]2[C:25](C)(C)[CH2:24][N:23]([C:28](=[O:32])[CH2:29][O:30][CH3:31])[C:22]([CH3:34])([CH3:33])[CH2:21]2)[CH:10]=1.NC1(C)CCCN(CC2C=C(C3C=CC(O)=CC=3F)N=C3NN=C(C)C=23)C1.COCC(Cl)=O>>[F:1][C:2]1[CH:7]=[C:6]([OH:8])[CH:5]=[CH:4][C:3]=1[C:9]1[N:14]=[C:13]2[NH:15][N:16]=[C:17]([CH3:18])[C:12]2=[C:11]([CH2:19][N:20]2[CH2:25][CH2:24][CH2:33][C:22]([NH:23][C:28](=[O:32])[CH2:29][O:30][CH3:31])([CH3:34])[CH2:21]2)[CH:10]=1. Reported procedure: The title compound was prepared in analogy to Example 75 (1-{4-[6-(2-Fluoro-4-hydroxy-phenyl)-3-methyl-1H-pyrazolo[3,4-b]pyridin-4-ylmethyl]-2,2,5,5-tetramethyl-piperazin-1-yl}-2-methoxy-ethanone) using 4-[4-(3-Amino-3-methyl-piperidin-1-ylmethyl)-3-methyl-1H-pyrazolo[3,4-b]pyridin-6-yl]-3-fluoro-phenol and methoxyacetyl chloride. Starting materials: FC1=C(C=CC(=C1)O)C1=CC(=C2C(=N1)NN=C2C)CN2CC(N(CC2(C)C)C(COC)=O)(C)C (1-{4-[6-(2-Fluoro-4-hydroxy-phenyl)-3-methyl-1H-pyrazolo[3,4-b]pyridin-4-ylmethyl]-2,2,5,5-tetramethyl-piperazin-1-yl}-2-methoxy-ethanone), NC1(CN(CCC1)CC1=C2C(=NC(=C1)C1=C(C=C(C=C1)O)F)NN=C2C)C (4-[4-(3-Amino-3-methyl-piperidin-1-ylmethyl)-3-methyl-1H-pyrazolo[3,4-b]pyridin-6-yl]-3-fluoro-phenol), COCC(=O)Cl (methoxyacetyl chloride). The product is FC1=C(C=CC(=C1)O)C1=CC(=C2C(=N1)NN=C2C)CN2CC(CCC2)(C)NC(COC)=O (N-{1-[6-(2-Fluoro-4-hydroxy-phenyl)-3-methyl-1H-pyrazolo[3,4-b]pyridin-4-ylmethyl]-3-methyl-piperidin-3-yl}-2-methoxy-acetamide).